This data is from the Open Reaction Database (ORD), a public repository of structured organic reaction records. The task is: describe an organic reaction: reactants, conditions, products, and yield Isolated yield 101.7%. Reaction conditions: time 3 hour. Yields the product ClC=1C(=C(C=CC1)N)N (3-chloro-1,2-phenylenediamine). Reactants: O.O.[Sn](Cl)Cl (tin (II) chloride dihydrate), [OH-].[Na+] (sodium hydroxide), ClC=1C(=C(N)C=CC1)[N+](=O)[O-] (3-chloro-2-nitroaniline), aqueous solution. The solvent is Cl (hydrochloric acid), CO (methanol). Reported procedure: 12.5 g (72.4 mmol) of 3-chloro-2-nitroaniline was dissolved in methanol (250 ml), and a solution prepared by dissolving 57.2 g (253 mmol) of tin (II) chloride dihydrate in concentrated hydrochloric acid (75 mL) was added dropwise. The reaction mixture was heated with stirring for 3 hours, and concentrated under reduced pressure. Water was added to the residue thus obtained, and the solution was alkalinized with a 25% aqueous solution of sodium hydroxide, and extracted with methylene chloride. Th... RXN SMILES: [Cl:1][C:2]1[C:3]([N+:9]([O-])=O)=[C:4]([CH:6]=[CH:7][CH:8]=1)[NH2:5].O.O.[Sn](Cl)Cl.[OH-].[Na+]>CO.Cl>[Cl:1][C:2]1[C:3]([NH2:9])=[C:4]([NH2:5])[CH:6]=[CH:7][CH:8]=1 |f:1.2.3,4.5|. The reactants are C(#C)C1(OC2=C(CC1)C(=C(C(=C2C)C)O)C)C (rac-3,4-dihydro-2-ethynyl-2,5,7,8-tetramethyl-2H-1-benzopyran-6-ol), BrC1=CC=C(S1)C1=NC=CC=C1 (2-(5-bromo-2-thienyl)pyridine), C1(=CC=CC=C1)P(C1=CC=CC=C1)C1=CC=CC=C1 (triphenylphosphine), cuprous iodide. Reaction conditions: time 18 hour. Yields the product CC1(OC2=C(CC1)C(=C(C(=C2C)C)O)C)C#CC=2SC(=CC2)C2=NC=CC=C2 (rac-3,4-Dihydro-2,5,7,8-tetramethyl-2-{[5-(2-pyridinyl)-2-thienyl]ethynyl}-2H-1-benzopyran-6-ol). Isolated yield 51.4%. As a reaction SMILES: [C:1]([C:3]1([CH3:17])[CH2:8][CH2:7][C:6]2[C:9]([CH3:16])=[C:10]([OH:15])[C:11]([CH3:14])=[C:12]([CH3:13])[C:5]=2[O:4]1)#[CH:2].Br[C:19]1[S:23][C:22]([C:24]2[CH:29]=[CH:28][CH:27]=[CH:26][N:25]=2)=[CH:21][CH:20]=1.C1(P(C2C=CC=CC=2)C2C=CC=CC=2)C=CC=CC=1>>[CH3:17][C:3]1([C:1]#[C:2][C:19]2[S:23][C:22]([C:24]3[CH:29]=[CH:28][CH:27]=[CH:26][N:25]=3)=[CH:21][CH:20]=2)[CH2:8][CH2:7][C:6]2[C:9]([CH3:16])=[C:10]([OH:15])[C:11]([CH3:14])=[C:12]([CH3:13])[C:5]=2[O:4]1. Procedure details: A mixture of 2.3 g of rac-3,4-dihydro-2-ethynyl-2,5,7,8-tetramethyl-2H-1-benzopyran-6-ol, 3.6 g (15 mmol) of 2-(5-bromo-2-thienyl)pyridine, 0.39 g of triphenylphosphine, 95 mg of cuprous iodide. 3 ml of triethylamine and 100 ml of acetnitrile was degassed with argon for 10 minutes. Palladium acetate, 110 mg. was then added and the mixture was stirred at room temperature for 18 hrs. After evaporation under reduced pressure, the residue was partitioned between methylene chloride and water. The org... As a reaction SMILES: [CH2:1]([O:8][C:9]1[N:14]=[C:13]([NH:15][C:16]2[CH:21]=[CH:20][CH:19]=[CH:18][C:17]=2[F:22])[C:12]([N+:23]([O-])=O)=[CH:11][CH:10]=1)[C:2]1[CH:7]=[CH:6][CH:5]=[CH:4][CH:3]=1>O1CCOCC1.[Ni]>[CH2:1]([O:8][C:9]1[N:14]=[C:13]([NH:15][C:16]2[CH:21]=[CH:20][CH:19]=[CH:18][C:17]=2[F:22])[C:12]([NH2:23])=[CH:11][CH:10]=1)[C:2]1[CH:7]=[CH:6][CH:5]=[CH:4][CH:3]=1. The solvent is O1CCOCC1 (dioxane). Product: C(C1=CC=CC=C1)OC1=CC=C(C(=N1)NC1=C(C=CC=C1)F)N (6-(benzyloxy)-N2-(2-fluorophenyl)pyridin-2,3-diamine). Reaction conditions: time 12 hour. Reactants: C(C1=CC=CC=C1)OC1=CC=C(C(=N1)NC1=C(C=CC=C1)F)[N+](=O)[O-] (6-(benzyloxy)-N-(2-fluorophenyl)-3-nitropyridin-2-amine). Reagents/catalysts: [Ni] (Raney nickel). Procedure: To a solution of 6-(benzyloxy)-N-(2-fluorophenyl)-3-nitropyridin-2-amine (2.00 g, 5.89 mmol) in dioxane (100 mL) was added Raney nickel (346 mg, 5.89 mmol). The mixture was stirred under hydrogen at room temperature for 12 h, filtered through Celite® and concentrated to give 6-(benzyloxy)-N2-(2-fluorophenyl)pyridin-2,3-diamine as an oil. The residual oil was dissolved in DCM (50 mL) and CDI (629 mg, 3.88 mmol) was added. After stirring at room temperature for 12 h the mixture was concentrated an... The reactants are mixture, [OH-].[K+] (potassium hydroxide), N1C=CC=C1 (pyrrole), Cl (HCl), BrCC(=O)OCC (Ethyl bromoacetate). The solvent is O (water), CS(=O)C (DMSO). Reaction conditions: time 1 hour. Yields the product N1(C=CC=C1)CC(=O)O (pyrrol-1-yl-acetic acid). RXN SMILES: [OH-].[K+].[NH:3]1[CH:7]=[CH:6][CH:5]=[CH:4]1.Br[CH2:9][C:10]([O:12]CC)=[O:11].Cl>O.CS(C)=O>[N:3]1([CH2:9][C:10]([OH:12])=[O:11])[CH:7]=[CH:6][CH:5]=[CH:4]1 |f:0.1|. Procedure: To a mixture of potassium hydroxide (16.7 g) and dry DMSO (150 mL), pyrrole (5 g) was added dropwise at 20-25° C., with stirring under nitrogen atmosphere. Stirring was continued for 1 hr at 20-25° C. Ethyl bromoacetate (24.5 g) was added dropwise at 20-25° C. and stirring was continued for 2 hr. In the reaction mixture (150 mL) DM water was added and pH was made acidic (pH=3) with 20% HCl (50 mL). The reaction mixture was extracted with diethyl ether (2×100 mL). The combined organic extract was... Reactants: FC(CCO)(F)F (3,3,3-trifluoropropanol), C1(=CC=CC=C1)P(C1=CC=CC=C1)C1=CC=CC=C1 (triphenylphosphine), N(=NC(=O)N1CCCCC1)C(=O)N1CCCCC1 (1,1′-(azodicarbonyl)dipiperidine), FC1=C(C=C(C(=C1)C)SCC(F)(F)F)N1N=C(C=C1C)O (1-{2-fluoro-4-methyl-5-(2,2,2-trifluoroethylthio)phenyl}-3-hydroxy-5-methylpyrazole). Solvent: O1CCCC1 (tetrahydrofuran). Reaction conditions: time 12 hour. Product: FC1=C(C=C(C(=C1)C)SCC(F)(F)F)N1N=C(C=C1C)OCCC(F)(F)F (1-{2-fluoro-4-methyl-5-(2,2,2-trifluoroethylthio)phenyl}-5-methyl-3-(3,3,3-trifluoropropoxy)pyrazole). The yield is 78.2%. As a reaction SMILES: [F:1][C:2]1[CH:7]=[C:6]([CH3:8])[C:5]([S:9][CH2:10][C:11]([F:14])([F:13])[F:12])=[CH:4][C:3]=1[N:15]1[C:19]([CH3:20])=[CH:18][C:17]([OH:21])=[N:16]1.[F:22][C:23]([F:28])([F:27])[CH2:24][CH2:25]O.C1(P(C2C=CC=CC=2)C2C=CC=CC=2)C=CC=CC=1.N(C(N1CCCCC1)=O)=NC(N1CCCCC1)=O>O1CCCC1>[F:1][C:2]1[CH:7]=[C:6]([CH3:8])[C:5]([S:9][CH2:10][C:11]([F:14])([F:12])[F:13])=[CH:4][C:3]=1[N:15]1[C:19]([CH3:20])=[CH:18][C:17]([O:21][CH2:25][CH2:24][C:23]([F:28])([F:27])[F:22])=[N:16]1. Procedure details: 0.6 g of 1-{2-fluoro-4-methyl-5-(2,2,2-trifluoroethylthio)phenyl}-3-hydroxy-5-methylpyrazole was dissolved in 4 mL of tetrahydrofuran, and 0.23 g of 3,3,3-trifluoropropanol, 0.75 g of triphenylphosphine and 0.71 g of 1,1′-(azodicarbonyl)dipiperidine were added, followed by stirring at room temperature for 12hours. After completion of the reaction, the reaction solution was distilled off under reduced pressure, and the obtained residue was purified by column chromatography (ethyl acetate:hexane=1... The reactants are ClC=1C(N(C(=CC1O)C)CC=1C=NC=CC1)=O (3-chloro-4-hydroxy-6-methyl-1-(pyridin-3-ylmethyl)pyridin-2(1H)-one), FC1=C(CO)C=CC(=C1)F (2,4-difluorobenzylalcohol), C1=CC=C(C=C1)P(C2=CC=CC=C2)C3=CC=CC=C3 (PPh3), CCOC(=O)/N=N/C(=O)OCC (DEAD). The solvent is CN(C)C=O (DMF), CN(C)C=O (DMF). Conditions: temperature -10 celsius, time 20 minute. Yields the product ClC=1C(N(C(=CC1OCC1=C(C=C(C=C1)F)F)C)CC=1C=NC=CC1)=O (3-chloro-4-[(2,4-difluorobenzyl)oxy]-6-methyl-1-(pyridin-3-ylmethyl)pyridin-2 (1H)-one). Reaction SMILES: C1C=CC(P(C2C=CC=CC=2)C2C=CC=CC=2)=CC=1.CCOC(/N=N/C(OCC)=O)=O.[Cl:32][C:33]1[C:34](=[O:48])[N:35]([CH2:41][C:42]2[CH:43]=[N:44][CH:45]=[CH:46][CH:47]=2)[C:36]([CH3:40])=[CH:37][C:38]=1[OH:39].[F:49][C:50]1[CH:57]=[C:56]([F:58])[CH:55]=[CH:54][C:51]=1[CH2:52]O>CN(C=O)C>[Cl:32][C:33]1[C:34](=[O:48])[N:35]([CH2:41][C:42]2[CH:43]=[N:44][CH:45]=[CH:46][CH:47]=2)[C:36]([CH3:40])=[CH:37][C:38]=1[O:39][CH2:52][C:51]1[CH:54]=[CH:55][C:56]([F:58])=[CH:57][C:50]=1[F:49]. Procedure: To a degassed cold solution of DMF (10 mL) and PPh3 (resin, 2.2 g, 6.6 mmol) was added DEAD (1.038 mL, 6.6 mmol). The reaction mixture stirred at −10° C. for 20 minutes under nitrogen. A solution of 3-chloro-4-hydroxy-6-methyl-1-(pyridin-3-ylmethyl)pyridin-2(1H)-one (1.00 g, 4.0 mmol) and 2,4-difluorobenzylalcohol (0.66 mL, 6.0 mmol) in DMF (10 mL) was added to the resin suspension. The reaction mixture stirred at −10° C. for 30 minutes and then allowed to stir at room temperature for 1 hour. Th...